describe an organic reaction: reactants, conditions, products, and yield From a dataset of the Open Reaction Database (ORD), a public repository of structured organic reaction records. Starting materials: N#Cc1cc(Br)cs1, CC1CCCN1CC1CCCN1C(=O)c1ccc(B2OC(C)(C)C(C)(C)O2)cc1. Yields the product CC1CCCN1CC1CCCN1C(=O)c1ccc(-c2csc(C#N)c2)cc1. Reaction SMILES: [Br:1][c:2]1[cH:3][c:4]([C:7]#[N:8])[s:5][cH:6]1.[CH3:9][CH:10]1[N:11]([CH2:15][CH:16]2[N:17]([C:21](=[O:22])[c:23]3[cH:24][cH:25][c:26]([B:29]4[O:30][C:31]([CH3:32])([CH3:33])[C:34]([CH3:35])([CH3:36])[O:37]4)[cH:27][cH:28]3)[CH2:18][CH2:19][CH2:20]2)[CH2:12][CH2:13][CH2:14]1>>[c:2]1(-[c:26]2[cH:25][cH:24][c:23]([C:21]([N:17]3[CH:16]([CH2:15][N:11]4[CH:10]([CH3:9])[CH2:14][CH2:13][CH2:12]4)[CH2:20][CH2:19][CH2:18]3)=[O:22])[cH:28][cH:27]2)[cH:3][c:4]([C:7]#[N:8])[s:5][cH:6]1. The reactants are N1=CC=CC2=CC=CC=C12 (Quinoline), CC1CCC#CCC/C=C/CC(OCC1)=O ((4E)-12-methyloxacyclotetradec-4-en-8-yn-2-one). The reagents and catalysts are [Pd].[O-]S(=O)(=O)[O-].[Ba+2] (Pd BaSO4). Run in C(C)O (ethanol). Conditions: time 5 hour. The product is CC1CC\C=C/CC/C=C/CC(OCC1)=O ((4E,8Z)-12-methyloxacyclotetradeca-4,8-dien-2-one). The yield is 86.5%. RXN SMILES: N1C2C(=CC=CC=2)C=CC=1.[CH3:11][CH:12]1[CH2:25][CH2:24][O:23][C:22](=[O:26])[CH2:21][CH:20]=[CH:19][CH2:18][CH2:17][C:16]#[C:15][CH2:14][CH2:13]1>C(O)C.[Pd].[O-]S([O-])(=O)=O.[Ba+2]>[CH3:11][CH:12]1[CH2:25][CH2:24][O:23][C:22](=[O:26])[CH2:21][CH:20]=[CH:19][CH2:18][CH2:17][CH:16]=[CH:15][CH2:14][CH2:13]1 |f:3.4.5|. Reported procedure: Quinoline (27.5 μL, 0.232 mmol) and 10% Pd/BaSO4 (4.90 mg, 0.0461 mmol) were added to a stirred solution of (4E)-12-methyloxacyclotetradec-4-en-8-yn-2-one (256 mg, 1.16 mmol) in ethanol (20 mL). The reaction flask was flushed with argon followed by hydrogen, and the reaction mixture was stirred under hydrogen atmosphere at room temp. and ambient pressure. After 5 h, GC-monitoring indicated complete conversion, upon which the catalyst was filtered off through a pad of Celite and washed with ethan... Starting materials: CCOC(=O)C1(C)Sc2ccccc2NC1=O, [Na+], C1COCCO1, [OH-]. The product is CC1(C(=O)O)Sc2ccccc2NC1=O. RXN SMILES: [CH2:1]([CH3:2])[O:3][C:4](=[O:5])[C:6]1([CH3:17])[S:7][c:8]2[c:9]([cH:13][cH:14][cH:15][cH:16]2)[NH:10][C:11]1=[O:12].[Na+:19].[O:20]1[CH2:21][CH2:22][O:23][CH2:24][CH2:25]1.[OH-:18]>>[O:3]=[C:4]([OH:5])[C:6]1([CH3:17])[S:7][c:8]2[c:9]([cH:13][cH:14][cH:15][cH:16]2)[NH:10][C:11]1=[O:12]. The reactants are NCCOc1ccc(C(N)=O)cc1, CCO, c1cc(-c2csnn2)ccc1OCC1CO1. Yields the product NC(=O)c1ccc(OCCNCC(O)COc2ccc(-c3csnn3)cc2)cc1. Reaction SMILES: [C:17]([NH2:18])(=[O:19])[c:20]1[cH:21][cH:22][c:23]([O:24][CH2:25][CH2:26][NH2:27])[cH:28][cH:29]1.[CH3:30][CH2:31][OH:32].[O:1]1[CH:2]([CH2:3][O:4][c:5]2[cH:6][cH:7][c:8](-[c:11]3[n:12][n:13][s:14][cH:15]3)[cH:9][cH:10]2)[CH2:16]1>>[OH:1][CH:2]([CH2:3][O:4][c:5]1[cH:6][cH:7][c:8](-[c:11]2[n:12][n:13][s:14][cH:15]2)[cH:9][cH:10]1)[CH2:16][NH:27][CH2:26][CH2:25][O:24][c:23]1[cH:22][cH:21][c:20]([C:17]([NH2:18])=[O:19])[cH:29][cH:28]1. Starting materials: CN(C(=O)C(F)I)c1ccc(Cl)cc1, CNc1ccc(Cl)cc1, O=C(Cl)C(F)Cl, Cl[Sn](Cl)(Cl)Cl, [I-], N#Cc1ccccc1, [Na+]. Product: CN1C(=O)C(F)N=C(c2ccccc2)c2cc(Cl)ccc21. RXN SMILES: [CH3:1][N:2]([c:3]1[cH:4][cH:5][c:6]([Cl:9])[cH:7][cH:8]1)[C:10]([CH:11]([I:12])[F:13])=[O:14].[Cl:15][c:16]1[cH:17][cH:18][c:19]([NH:20][CH3:21])[cH:22][cH:23]1.[Cl:24][CH:25]([F:26])[C:27]([Cl:28])=[O:29].[Cl:32][Sn:33]([Cl:34])([Cl:35])[Cl:36].[I-:30].[N:37]#[C:38][c:39]1[cH:40][cH:41][cH:42][cH:43][cH:44]1.[Na+:31]>>[CH3:1][N:2]1[c:3]2[c:4]([cH:5][c:6]([Cl:9])[cH:7][cH:8]2)[C:38]([c:39]2[cH:40][cH:41][cH:42][cH:43][cH:44]2)=[N:37][CH:11]([F:13])[C:10]1=[O:14]. The reactants are C(C1=CC=CC=C1)[C@H]1CN(CCN1)C1=CC(=C(C=C1)OC)OC1CCC1 ((S)-3-benzyl-1-(3-cyclobutyloxy-4-methoxy-phenyl)-piperazine), COC(CC=1C=NNC1)=O ((1H-pyrazol-4-yl)-acetic acid methyl ester). Product: C(C1=CC=CC=C1)[C@@H]1N(CCN(C1)C1=CC(=C(C=C1)OC)OC1CCC1)C(CC=1C=NNC1)=O ((S)-1-(2-benzyl-4-(3-cyclobutoxy-4-methoxyphenyl)piperazin-1-yl)-2-(1H-pyrazol-4-yl)ethanone). The yield is 14.0%. RXN SMILES: [CH2:1]([C@@H:8]1[NH:13][CH2:12][CH2:11][N:10]([C:14]2[CH:19]=[CH:18][C:17]([O:20][CH3:21])=[C:16]([O:22][CH:23]3[CH2:26][CH2:25][CH2:24]3)[CH:15]=2)[CH2:9]1)[C:2]1[CH:7]=[CH:6][CH:5]=[CH:4][CH:3]=1.C[O:28][C:29](=O)[CH2:30][C:31]1[CH:32]=[N:33][NH:34][CH:35]=1>>[CH2:1]([C@H:8]1[CH2:9][N:10]([C:14]2[CH:19]=[CH:18][C:17]([O:20][CH3:21])=[C:16]([O:22][CH:23]3[CH2:26][CH2:25][CH2:24]3)[CH:15]=2)[CH2:11][CH2:12][N:13]1[C:29](=[O:28])[CH2:30][C:31]1[CH:32]=[N:33][NH:34][CH:35]=1)[C:2]1[CH:3]=[CH:4][CH:5]=[CH:6][CH:7]=1. Procedure details: Prepared using the same procedure described in Example 275 from (S)-3-benzyl-1-(3-cyclobutyloxy-4-methoxy-phenyl)-piperazine and (1H-pyrazol-4-yl)-acetic acid methyl ester with heating for 17 days to afford the title compound as an off-white solid (20 mg, 14%). LC/MS (Method B) 3.42 min, [M+1]+ 461.